describe an organic reaction: reactants, conditions, products, and yield From a dataset of the Open Reaction Database (ORD), a public repository of structured organic reaction records. Starting materials: O (water), N[C@H]1[C@@]([C@H](CC1)O[Si](C1=CC=CC=C1)(C1=CC=CC=C1)C(C)(C)C)(O)C (rel-(1S,2R,5 S)-2-amino-5-(tert-butyl(diphenyl)silyl)oxy-1-methyl-cyclopentanol), ClC1=C(C#N)C=CC(=C1C)F (2-chloro-4-fluoro-3-methyl-benzonitrile), solution, crude product, [F-].C(CCC)[N+](CCCC)(CCCC)CCCC (tetrabutylammonium fluoride). Run in C1CCOC1 (THF). Conditions: time 16 hour. The product is ClC1=C(C#N)C=CC(=C1C)N[C@H]1[C@]([C@H](CC1)O)(C)O (rel-2-Chloro-4-[[(1R,2S,3S)-2,3-dihydroxy-2-methyl-cyclopentyl]amino]-3-methyl-benzonitrile). Yield: 6.4%. As a reaction SMILES: [NH2:1][C@@H:2]1[CH2:6][CH2:5][C@H:4]([O:7][Si](C(C)(C)C)(C2C=CC=CC=2)C2C=CC=CC=2)[C@@:3]1([CH3:26])[OH:25].[Cl:27][C:28]1[C:35]([CH3:36])=[C:34](F)[CH:33]=[CH:32][C:29]=1[C:30]#[N:31].[F-].C([N+](CCCC)(CCCC)CCCC)CCC.O>C1COCC1>[Cl:27][C:28]1[C:35]([CH3:36])=[C:34]([NH:1][C@@H:2]2[CH2:6][CH2:5][C@H:4]([OH:7])[C@:3]2([OH:25])[CH3:26])[CH:33]=[CH:32][C:29]=1[C:30]#[N:31] |f:2.3|. Procedure: The title compound is prepared by essentially following the procedure described in Example 1, using rel-(1S,2R,5 S)-2-amino-5-(tert-butyl(diphenyl)silyl)oxy-1-methyl-cyclopentanol (409 mg, 1.1 mmol, Preparation 43) and 2-chloro-4-fluoro-3-methyl-benzonitrile (142 mg, 0.84 mmol). A 0.2 M solution of the crude product in THF is treated with tetrabutylammonium fluoride (1.3 mL, 1.3 mmol, 1.0 M in THF) and stirred at room temperature for 16 h. The mixture is treated with water, concentrated in vacuo...